The task is: describe an organic reaction: reactants, conditions, products, and yield. This data is from the Open Reaction Database (ORD), a public repository of structured organic reaction records. The reactants are BrC1=NC=2N(C=C1)C1=C(N2)C=CC=C1 (2-bromobenzo[4,5]imidazo[1,2-a]pyrimidine), NC1=C(C=C(C=C1)B(O)O)F ((4-amino-3-fluorophenyl)boronic acid). Yields the product N=1C=2N(C=CC1C1=CC(=C(N)C=C1)F)C1=C(N2)C=CC=C1 (4-(Benzo[4,5]imidazo[1,2-a]pyrimidin-2-yl)-2-fluoroaniline), solid. Isolated yield 61.0%. As a reaction SMILES: Br[C:2]1[CH:7]=[CH:6][N:5]2[C:8]3[CH:14]=[CH:13][CH:12]=[CH:11][C:9]=3[N:10]=[C:4]2[N:3]=1.[NH2:15][C:16]1[CH:21]=[CH:20][C:19](B(O)O)=[CH:18][C:17]=1[F:25]>>[N:3]1[C:4]2[N:5]([C:8]3[CH:14]=[CH:13][CH:12]=[CH:11][C:9]=3[N:10]=2)[CH:6]=[CH:7][C:2]=1[C:19]1[CH:20]=[CH:21][C:16]([NH2:15])=[C:17]([F:25])[CH:18]=1. Procedure: The title compound was synthesized using General Experimental Procedure A (Suzuki coupling reaction) from 2-bromobenzo[4,5]imidazo[1,2-a]pyrimidine and (4-amino-3-fluorophenyl)boronic acid on a 0.059 mmol scale. 4-(Benzo[4,5]imidazo[1,2-a]pyrimidin-2-yl)-2-fluoroaniline was obtained as a orange solid (10 mg, 61%). 1H NMR (400 MHz, DMSO-d6): δ 9.63 (d, J=7.2 Hz, 1H), 8.45 (d, J=8.0 Hz, 1H), 8.20 (d, J=7.2 Hz, 1H), 8.12 (dd, J=23.2, 2.0 Hz, 1H), 8.11 (s, 1H), 7.82 (d, J=8.4 Hz, 1H), 7.72 (t, J=7.2... Starting materials: O(C1=CC=CC=C1)CCCCCCCCCCC(=O)O (11-phenoxy undecanoic acid), S(=O)(Cl)Cl (thionyl chloride). Run at time 8 hour. Product: O(C1=CC=CC=C1)CCCCCCCCCCC(=O)Cl (11-phenoxy-undecanoyl Chloride). RXN SMILES: [O:1]([CH2:8][CH2:9][CH2:10][CH2:11][CH2:12][CH2:13][CH2:14][CH2:15][CH2:16][CH2:17][C:18]([OH:20])=O)[C:2]1[CH:7]=[CH:6][CH:5]=[CH:4][CH:3]=1.S(Cl)([Cl:23])=O>>[O:1]([CH2:8][CH2:9][CH2:10][CH2:11][CH2:12][CH2:13][CH2:14][CH2:15][CH2:16][CH2:17][C:18]([Cl:23])=[O:20])[C:2]1[CH:7]=[CH:6][CH:5]=[CH:4][CH:3]=1. Procedure details: 250 mg of 11-phenoxy undecanoic acid (commercial) is mixed with 2 ml of pure thionyl chloride and the whole is left overnight at ambient temperature. In this way 265 mg of expected product is obtained. Reactants: S(O)(O)(=O)=O (sulfuric acid), ClC=1C=CC(=C(C#N)C1)O (5-Chloro-2-hydroxybenzonitrile), C(C)(=O)OC(C)=O (acetic anhydride). The solvent is O (water). Reaction conditions: temperature 60 celsius, time 10 minute. The product is C(C)(=O)OC1=C(C#N)C=C(C=C1)Cl (2-acetoxy-5-chlorobenzonitrile), solid. Yield: 92.0%. As a reaction SMILES: [Cl:1][C:2]1[CH:3]=[CH:4][C:5]([OH:10])=[C:6]([CH:9]=1)[C:7]#[N:8].[C:11](OC(=O)C)(=[O:13])[CH3:12].S(=O)(=O)(O)O>O>[C:11]([O:10][C:5]1[CH:4]=[CH:3][C:2]([Cl:1])=[CH:9][C:6]=1[C:7]#[N:8])(=[O:13])[CH3:12]. Procedure: 5-Chloro-2-hydroxybenzonitrile (39.25 g, 0.25 mol) and acetic anhydride (40 ml) were combined, to which 0.5 ml of concentrated sulfuric acid was added. The reaction mixture was stirred at 60° C. for 10 minutes, followed by the addition of water. Subsequent to extraction with ethyl acetate, the organic layer was washed with 1 N aqueous solution of sodium hydroxide and a saturated aquous solution of sodium chloride, dried over anhydrous sodium sulfate, and then concentrated under reduced pressure,...